The task is: describe an organic reaction: reactants, conditions, products, and yield. This data is from the Open Reaction Database (ORD), a public repository of structured organic reaction records. Starting materials: Intermediate 15, C=1C=CC2=C(C1)N=NN2O (HOBt), CCN(C(C)C)C(C)C (DIPEA), C1(=CC=CC=C1)N1C=NC(=C1)C(=O)NCC(=O)O ([(1-phenyl-1H-imidazole-4-carbonyl)-amino]-acetic acid), Intermediate 68, CCN=C=NCCCN(C)C (EDCI), Cl.FC=1C=C(OC2CCNCC2)C=C(C1)C(F)(F)F (4-(3-fluoro-5-trifluoromethyl-phenoxy)-piperidine hydrochloride). Solvent: O (water), CN(C)C=O (DMF). Run at time 2 minute. Product: FC=1C=C(OC2CCN(CC2)C(CNC(=O)C=2N=CN(C2)C2=CC=CC=C2)=O)C=C(C1)C(F)(F)F (1-phenyl-1H-imidazole-4-carboxylic acid {2-[4-(3-fluoro-5-trifluoromethyl-phenoxy)-piperidin-1-yl]-2-oxo-ethyl}-amide). Yield: 54.0%. RXN SMILES: CCN(C(C)C)C(C)C.[C:10]1([N:16]2[CH:20]=[C:19]([C:21]([NH:23][CH2:24][C:25]([OH:27])=O)=[O:22])[N:18]=[CH:17]2)[CH:15]=[CH:14][CH:13]=[CH:12][CH:11]=1.C1C=CC2N(O)N=NC=2C=1.CCN=C=NCCCN(C)C.Cl.[F:50][C:51]1[CH:52]=[C:53]([CH:61]=[C:62]([C:64]([F:67])([F:66])[F:65])[CH:63]=1)[O:54][CH:55]1[CH2:60][CH2:59][NH:58][CH2:57][CH2:56]1>CN(C=O)C.O>[F:50][C:51]1[CH:52]=[C:53]([CH:61]=[C:62]([C:64]([F:66])([F:65])[F:67])[CH:63]=1)[O:54][CH:55]1[CH2:56][CH2:57][N:58]([C:25](=[O:27])[CH2:24][NH:23][C:21]([C:19]2[N:18]=[CH:17][N:16]([C:10]3[CH:11]=[CH:12][CH:13]=[CH:14][CH:15]=3)[CH:20]=2)=[O:22])[CH2:59][CH2:60]1 |f:4.5|. Reported procedure: DIPEA (97 mg, 0.75 mmol) was added to a stirred solution of [(1-phenyl-1H-imidazole-4-carbonyl)-amino]-acetic acid (prepared from Intermediate 68 by means of Step 3 of the General Scheme) (61 mg, 0.25 mmol) in DMF (2 mL) followed by HOBt (35 mg, 0.26 mmol) and EDCI (50 mg, 0.26 mmol). After 2 minutes of stirring, 4-(3-fluoro-5-trifluoromethyl-phenoxy)-piperidine hydrochloride (prepared by the method used for the synthesis of Intermediate 15) (75 mg, 0.25 mmol) was added and the resulting mixture... The reactants are BrC=1SC=CN1 (2-bromothiazole), NC1=CC(=C(C(=O)N[C@@H]2[C@@H](CN(CC2)CCN)OC)C=C1Cl)OC (cis-4-amino-N-[1-(2-aminoethyl)-3-methoxy-4-piperidinyl]-5-chloro-2-methoxybenzamide). The solvent is N1=CC=CC=C1 (pyridine). Run at temperature 60 celsius, time 1 hour. Yields the product NC1=CC(=C(C(=O)N[C@@H]2[C@@H](CN(CC2)CCNC=2SC=CN2)OC)C=C1Cl)OC (cis-4-amino-5-chloro-2-methoxy-N-[3-methoxy-1-[2-(2-thiazolylamino)ethyl]-4-piperidinyl]benzamide). Yield: 11.0%. Reaction SMILES: Br[C:2]1[S:3][CH:4]=[CH:5][N:6]=1.[NH2:7][C:8]1[C:27]([Cl:28])=[CH:26][C:11]([C:12]([NH:14][C@H:15]2[CH2:20][CH2:19][N:18]([CH2:21][CH2:22][NH2:23])[CH2:17][C@H:16]2[O:24][CH3:25])=[O:13])=[C:10]([O:29][CH3:30])[CH:9]=1>N1C=CC=CC=1>[NH2:7][C:8]1[C:27]([Cl:28])=[CH:26][C:11]([C:12]([NH:14][C@H:15]2[CH2:20][CH2:19][N:18]([CH2:21][CH2:22][NH:23][C:2]3[S:3][CH:4]=[CH:5][N:6]=3)[CH2:17][C@H:16]2[O:24][CH3:25])=[O:13])=[C:10]([O:29][CH3:30])[CH:9]=1. Procedure: A mixture of 2 parts of 2-bromothiazole and 4.28 parts of cis-4-amino-N-[1-(2-aminoethyl)-3-methoxy-4-piperidinyl]-5-chloro-2-methoxybenzamide was stirred for one hour at 60° C. Ths mixture solidified. It was suspended in 10 parts of pyridine and stirring was continued overnight at reflux. The reaction mixture was evaporated. The residue was taken up in a saturated sodium carbonate solution. The product was extracted with trichloromethane. The extract was dried, filtered and evaporated. The resi... Reactants: [N+](=O)([O-])C1=CC=C(C(=O)N2CCC=3N(C4=C2C=CC=C4)C=CC3)C=C1 (6,7-dihydro-5-(4-nitrobenzoyl)-5H-pyrrolo[1,2-a][1,5]benzodiazepine), NN (hydrazine). Reagents/catalysts: [Pd] (Pd/C). Solvent: C(C)O (ethyl alcohol). The product is NC1=CC=C(C(=O)N2CCC=3N(C4=C2C=CC=C4)C=CC3)C=C1 (6,7-Dihydro-5-(4-aminobenzoyl)-5H-pyrrolo[1,2-a][1,5]benzodiazepine). RXN SMILES: [N+:1]([C:4]1[CH:25]=[CH:24][C:7]([C:8]([N:10]2[C:16]3[CH:17]=[CH:18][CH:19]=[CH:20][C:15]=3[N:14]3[CH:21]=[CH:22][CH:23]=[C:13]3[CH2:12][CH2:11]2)=[O:9])=[CH:6][CH:5]=1)([O-])=O.NN>C(O)C.[Pd]>[NH2:1][C:4]1[CH:5]=[CH:6][C:7]([C:8]([N:10]2[C:16]3[CH:17]=[CH:18][CH:19]=[CH:20][C:15]=3[N:14]3[CH:21]=[CH:22][CH:23]=[C:13]3[CH2:12][CH2:11]2)=[O:9])=[CH:24][CH:25]=1. Reported procedure: To a solution of 5 mmol of 6,7-dihydro-5-(4-nitrobenzoyl)-5H-pyrrolo[1,2-a][1,5]benzodiazepine in 25 ml of ethyl alcohol is added 0.3 g of 10% Pd/C and 15 mmol of hydrazine followed by stirring and heating under reflux for 3 hours. The reaction mixture is filtered through diatomaceous earth. The filtrate is concentrated in vacuo to a residue which is dissolved in methylene chloride and passed through a pad of hydrous magnesium silicate. The filtrate is concentrated in vacuo to give the desired p... The reagents and catalysts are C=1C=CC(=CC1)/C=C/C(=O)/C=C/C2=CC=CC=C2.C=1C=CC(=CC1)/C=C/C(=O)/C=C/C2=CC=CC=C2.C=1C=CC(=CC1)/C=C/C(=O)/C=C/C2=CC=CC=C2.[Pd].[Pd] (tris(dibenzylideneacetone)dipalladium(0)). Yield: 18.6%. Starting materials: BrC1=CC(=C(C=C1)S(=O)(=O)NC(C)(C)C)OC(F)(F)F (4-bromo-N-tert-butyl-2-(trifluoromethoxy)benzenesulfonamide), C(C)(C)(C)P(C(C)(C)C)C(C)(C)C (Tri-t-butylphosphine), C(#N)C1=CC=C(N1C)B(O)O (5-cyano-1-methyl-1H-pyrrol-2-ylboronic acid), [F-].[K+] (potassium fluoride). Run at time 16 hour. Yields the product C(C)(C)(C)NS(=O)(=O)C1=C(C=C(C=C1)C=1N(C(=CC1)C#N)C)OC(F)(F)F (N-tert-butyl-4-(5-cyano-1-methyl-1H-pyrrol-2-yl)-2-(trifluoromethoxy)benzenesulfonamide). RXN SMILES: Br[C:2]1[CH:7]=[CH:6][C:5]([S:8]([NH:11][C:12]([CH3:15])([CH3:14])[CH3:13])(=[O:10])=[O:9])=[C:4]([O:16][C:17]([F:20])([F:19])[F:18])[CH:3]=1.[C:21]([C:23]1[N:27]([CH3:28])[C:26](B(O)O)=[CH:25][CH:24]=1)#[N:22].[F-].[K+].C(P(C(C)(C)C)C(C)(C)C)(C)(C)C>C1C=CC(/C=C/C(/C=C/C2C=CC=CC=2)=O)=CC=1.C1C=CC(/C=C/C(/C=C/C2C=CC=CC=2)=O)=CC=1.C1C=CC(/C=C/C(/C=C/C2C=CC=CC=2)=O)=CC=1.[Pd].[Pd]>[C:12]([NH:11][S:8]([C:5]1[CH:6]=[CH:7][C:2]([C:26]2[N:27]([CH3:28])[C:23]([C:21]#[N:22])=[CH:24][CH:25]=2)=[CH:3][C:4]=1[O:16][C:17]([F:20])([F:19])[F:18])(=[O:10])=[O:9])([CH3:15])([CH3:14])[CH3:13] |f:2.3,5.6.7.8.9|. Procedure: According to general procedure B, 4-bromo-N-tert-butyl-2-(trifluoromethoxy)benzenesulfonamide (225 mg, 0.59 mmol), 5-cyano-1-methyl-1H-pyrrol-2-ylboronic acid (107 mg, 0.71 mmol), potassium fluoride (113 mg, 1.95 mmol), and tris(dibenzylideneacetone)dipalladium(0) (15 mg, 0.01 mmol) were placed in an oven dried flask under nitrogen and dry THF (1.4 mL) was added. Tri-t-butylphosphine (89 μL, 0.02 mmol, 10 wt % in hexane) was added and the reaction was stirred for 16 hours. N-tert-butyl-4-(5-cyan... Reactants: Cl (hydrochloric acid), C(CCCCCCCCC)OC1=CC=C(C(=O)O)C=C1 (p-decyloxybenzoic acid), B (borane). Run in O (water), O1CCCC1 (tetrahydrofuran), O1CCCC1 (tetrahydrofuran). Conditions: time 6 hour. Product: C(CCCCCCCCC)OC1=CC=C(CO)C=C1 (p-(Decyloxy)benzyl alcohol). As a reaction SMILES: B.[CH2:2]([O:12][C:13]1[CH:21]=[CH:20][C:16]([C:17](O)=[O:18])=[CH:15][CH:14]=1)[CH2:3][CH2:4][CH2:5][CH2:6][CH2:7][CH2:8][CH2:9][CH2:10][CH3:11].Cl>O1CCCC1.O>[CH2:2]([O:12][C:13]1[CH:14]=[CH:15][C:16]([CH2:17][OH:18])=[CH:20][CH:21]=1)[CH2:3][CH2:4][CH2:5][CH2:6][CH2:7][CH2:8][CH2:9][CH2:10][CH3:11]. Reported procedure: To 100 ml. of 1.0 M borane in tetrahydrofuran cooled in an ice bath under nitrogen is added dropwise, 27.8 g. of p-decyloxybenzoic acid in 300 ml. of tetrahydrofuran over a period of 45 minutes. The mixture is stirred at room temperature for 6 hours and poured onto ice, diluted with water and 10 ml. of concentrated hydrochloric acid. The mixture is filtered and the solid washed with water to give white crystals. Recrystallization from ethanol gives white plates, m.p. 57.5°-59° C. The reactants are C1CCOC1, [Li]CCCC, CCCCCCCCCCCCC, CN1CCCC1=O, N#Cc1ccccc1, C#Cc1ccccc1. The product is C(#Cc1ccccc1)c1ccccc1. As a reaction SMILES: [CH2:35]1[O:36][CH2:37][CH2:38][CH2:39]1.[CH2:9]([Li:10])[CH2:11][CH2:12][CH3:13].[CH3:22][CH2:23][CH2:24][CH2:25][CH2:26][CH2:27][CH2:28][CH2:29][CH2:30][CH2:31][CH2:32][CH2:33][CH3:34].[CH3:40][N:41]1[CH2:42][CH2:43][CH2:44][C:45]1=[O:46].[N:14]#[C:15][c:16]1[cH:17][cH:18][cH:19][cH:20][cH:21]1.[c:1]1([C:7]#[CH:8])[cH:2][cH:3][cH:4][cH:5][cH:6]1>>[c:1]1([C:7]#[C:8][c:16]2[cH:17][cH:18][cH:19][cH:20][cH:21]2)[cH:2][cH:3][cH:4][cH:5][cH:6]1. The reactants are CC(=O)O, O=c1cc(CCl)[nH]c(=O)[nH]1, O, O=S(=O)(Cl)Cl. The product is O=c1[nH]c(CCl)c(Cl)c(=O)[nH]1. Reaction SMILES: [CH3:17][C:18](=[O:19])[OH:20].[Cl:6][CH2:7][c:8]1[cH:9][c:10](=[O:15])[nH:11][c:12](=[O:14])[nH:13]1.[OH2:16].[S:1]([Cl:2])(=[O:3])([Cl:4])=[O:5]>>[Cl:4][c:9]1[c:8]([CH2:7][Cl:6])[nH:13][c:12](=[O:14])[nH:11][c:10]1=[O:15].